Dataset: the Open Reaction Database (ORD), a public repository of structured organic reaction records. Task: describe an organic reaction: reactants, conditions, products, and yield Starting materials: CN(CCO)C (2-dimethylamino ethanol), C(C=C)(=O)N (acrylamide), [H-].[Na+] (Sodium hydride), CN(CCO)C (2-dimethylamino ethanol), S(O)(O)(=O)=O (sulfuric acid). The solvent is 3. Yields the product CN(CCOCCC(=O)N)C (3-[2-(Dimethylamino)ethoxy]propionamide). Isolated yield 60.0%. Reaction SMILES: [CH3:1][N:2]([CH3:6])[CH2:3][CH2:4][OH:5].[H-].[Na+].[C:9]([NH2:13])(=[O:12])[CH:10]=[CH2:11].S(=O)(=O)(O)O>>[CH3:1][N:2]([CH3:6])[CH2:3][CH2:4][O:5][CH2:11][CH2:10][C:9]([NH2:13])=[O:12] |f:1.2|. Procedure: A 100 ml 3 neck round bottom flask was fitted with the following: magnetic stirrer, reflux condenser, air bubbler, and a temperature controlled oil bath. The flask was charged with 22.25 g of 2-dimethylamino ethanol. Sodium hydride, 0.05 g, was then added carefully to 2-dimethylamino ethanol solution with stirring. After stirring at a constant rate for two minutes, 17.75 g of acrylamide was added. The reaction mixture was stirred at 45° C. for 6 hours. The mixture was cooled to ambient temperatu... The reactants are sixteen, BrC=1C=NC(=NC1)OCCOC1=NN(C(=C1C1=CC=C(C=C1)C)NS(=O)(=O)C1=CC=C(C=C1)C(C)(C)C)C (N-[3-{2-[(5-bromo-2-pyrimidinyl)oxy]ethoxy}-1-methyl-4-(4-methylphenyl)-1H-pyrazol-5-yl]-4-(tert-butyl)benzenesulfonamide), CO (methanol). Conditions: time 2 day. The product is BrC=1C=NC(=NC1)OCCOC1=NN(C(=C1C1=CC=C(C=C1)C)NS(=O)(=O)C1=CC=C(C=C1)C(CO)(C)C)C (N-[3-{2-[(5-bromo-2-pyrimidinyl)oxy]ethoxy}-1-methyl-4-(4-methylphenyl)-1H-pyrazol-5-yl]-4-(2-hydroxy-1,1-dimethylethyl)benzenesulfonamide). As a reaction SMILES: [Br:1][C:2]1[CH:3]=[N:4][C:5]([O:8][CH2:9][CH2:10][O:11][C:12]2[C:16]([C:17]3[CH:22]=[CH:21][C:20]([CH3:23])=[CH:19][CH:18]=3)=[C:15]([NH:24][S:25]([C:28]3[CH:33]=[CH:32][C:31]([C:34]([CH3:37])([CH3:36])[CH3:35])=[CH:30][CH:29]=3)(=[O:27])=[O:26])[N:14]([CH3:38])[N:13]=2)=[N:6][CH:7]=1.C[OH:40]>>[Br:1][C:2]1[CH:7]=[N:6][C:5]([O:8][CH2:9][CH2:10][O:11][C:12]2[C:16]([C:17]3[CH:22]=[CH:21][C:20]([CH3:23])=[CH:19][CH:18]=3)=[C:15]([NH:24][S:25]([C:28]3[CH:29]=[CH:30][C:31]([C:34]([CH3:35])([CH3:37])[CH2:36][OH:40])=[CH:32][CH:33]=3)(=[O:26])=[O:27])[N:14]([CH3:38])[N:13]=2)=[N:4][CH:3]=1. Reported procedure: Streptomyces rimosus subsp. rimosus ATCC10970 maintained on a quarter strength ATCC172 agar slope was inoculated as a loopful of spores into a 300 ml Erlenmeyer flask containing 50 ml of AS-7H inoculum medium. This was allowed to incubate for 2 days at 28° C., 200 rpm on an Infors Multitron™ Shaker with 1″ throw. 2 mls of this inoculum medium was then transferred to each of sixteen 300 ml Erlenmeyer flask containing 50 ml of AP-5H production medium and incubated under the same conditions for a f... The reactants are [N+](=O)([O-])C=1C(=C(N)C=CC1C)C (3-Nitro-2,4-dimethylaniline), BrC1=NC=CC=C1 (2-bromo-pyridine), C([O-])([O-])=O.[Na+].[Na+] (sodium carbonate). Run in O (water). Run at temperature 20 celsius. Product: [N+](=O)([O-])C=1C(=C(C=CC1C)NC1=NC=CC=C1)C (2-[(3-nitro-2,4-dimethylphenyl)-amino]-pyridine). The yield is 41.4%. Reaction SMILES: [N+:1]([C:4]1[C:5]([CH3:12])=[C:6]([CH:8]=[CH:9][C:10]=1[CH3:11])[NH2:7])([O-:3])=[O:2].Br[C:14]1[CH:19]=[CH:18][CH:17]=[CH:16][N:15]=1.C(=O)([O-])[O-].[Na+].[Na+]>O>[N+:1]([C:4]1[C:5]([CH3:12])=[C:6]([NH:7][C:14]2[CH:19]=[CH:18][CH:17]=[CH:16][N:15]=2)[CH:8]=[CH:9][C:10]=1[CH3:11])([O-:3])=[O:2] |f:2.3.4|. Reported procedure: 3.3 g of 3-Nitro-2,4-dimethylaniline and 3.2 g of 2-bromo-pyridine are mixed and the resulting mixture heated for 8 hours to 170° C. After cooling to 20° C., the greasy mass formed was dissolved in water and the solution pH then raised by addition of sodium carbonate. The resulting precipitate was recrystallized from ethanol. 2 g of the product melting at 178° to 179° C. were obtained. Another 2.1 g of the substance were obtained from the aqueous phase by concentration. Starting materials: FC(C(=O)O)(F)F (Trifluoroacetic acid), COC(C(CC(=O)OC(C)(C)C)C1=CC(=C(C=C1)Cl)Cl)=O (2-(3,4-dichloro-phenyl)-succinic acid 4-tert-butyl ester 1-methyl ester). Run in ClCCl (dichloromethane). Conditions: time 3 hour. The product is COC(C(CC(=O)O)C1=CC(=C(C=C1)Cl)Cl)=O (2-(3,4-Dichloro-phenyl)-succinic acid 1-methyl ester). As a reaction SMILES: FC(F)(F)C(O)=O.[CH3:8][O:9][C:10](=[O:28])[CH:11]([C:20]1[CH:25]=[CH:24][C:23]([Cl:26])=[C:22]([Cl:27])[CH:21]=1)[CH2:12][C:13]([O:15]C(C)(C)C)=[O:14]>ClCCl>[CH3:8][O:9][C:10](=[O:28])[CH:11]([C:20]1[CH:25]=[CH:24][C:23]([Cl:26])=[C:22]([Cl:27])[CH:21]=1)[CH2:12][C:13]([OH:15])=[O:14]. Procedure: Trifluoroacetic acid (100 ml) was added to a mixture of 2-(3,4-dichloro-phenyl)-succinic acid 4-tert-butyl ester 1-methyl ester (23.64 g, 0.071 mol) and dichloromethane (100 ml). The reaction mixture was stirred at room temperature for 3 hours then concentrated in vacuo. The crude mixture was kept under vacuo for several hours before being used without further purification in the next step.). 1H NMR (400 MHz, DMSO-d6) δ 2.66 (1H, dd), 3.01 (1H, dd), 3.59 (3H, s), 4.08 (1H, m), 7.30 (1H, m), 7.56... The reactants are CCOC(C)=O, CC(=O)O, CC(O)(C(=O)Nc1ccc(Sc2ccccc2)cc1F)C(F)(F)F, O, OO. The product is CC(O)(C(=O)Nc1ccc(S(=O)(=O)c2ccccc2)cc1F)C(F)(F)F. As a reaction SMILES: [CH3:27][CH2:28][O:29][C:30](=[O:31])[CH3:32].[CH3:34][C:35](=[O:36])[OH:37].[F:3][c:4]1[c:5]([NH:17][C:18]([C:19]([C:20]([F:21])([F:22])[F:23])([CH3:24])[OH:25])=[O:26])[cH:6][cH:7][c:8]([S:10][c:11]2[cH:12][cH:13][cH:14][cH:15][cH:16]2)[cH:9]1.[OH2:33].[OH:1][OH:2]>>[F:3][c:4]1[c:5]([NH:17][C:18]([C:19]([C:20]([F:21])([F:22])[F:23])([CH3:24])[OH:25])=[O:26])[cH:6][cH:7][c:8]([S:10]([c:11]2[cH:12][cH:13][cH:14][cH:15][cH:16]2)(=[O:29])=[O:33])[cH:9]1. Reactants: [OH-].[Na+] (sodium hydroxide), C1(=CC=CC=C1)S (thiophenol), BrCCCCCl (1-bromo-4-chlorobutane), [OH-].[Na+] (NaOH). The solvent is C(C)O (ethanol). Run at temperature 40 celsius, time 3 hour. Product: C1(=CC=CC=C1)SCCCCCl (1-phenylthio-4-chloro-butane). Isolated yield 92.0%. Reaction SMILES: [C:1]1([SH:7])[CH:6]=[CH:5][CH:4]=[CH:3][CH:2]=1.Br[CH2:9][CH2:10][CH2:11][CH2:12][Cl:13].[OH-].[Na+]>C(O)C>[C:1]1([S:7][CH2:9][CH2:10][CH2:11][CH2:12][Cl:13])[CH:6]=[CH:5][CH:4]=[CH:3][CH:2]=1 |f:2.3|. Procedure: 11 g (0.1 mol) of thiophenol and 18.9 g (0.11 mol) of 1-bromo-4-chlorobutane are mixed at ordinary temperature in a 250 ml flask equipped with a condenser, a thermometer and a dropping funnel. 100 ml of ethanol are added, the mixture is heated to 40° C and 20 ml of 5N NaOH are then added dropwise at this temperature. The speed of addition of the sodium hydroxide is regulated so as to have a reaction medium of neutral pH. When the addition is complete, the reactants are left in contact at 40° C f... Starting materials: C(C)S(=O)(=O)C=1C=C(C=CC1)C1=CN=C(C2=C1C1=C(N2)N=CC(=C1)C)C#N (5-(3-Ethanesulfonyl-phenyl)-3-methyl-9H-dipyrido[2,3-b;4′,3′-d]pyrrole-8-carbonitrile), [OH-].[K+] (KOH). Solvent: C1CCOC1 (THF), OO (H2O2). Run at time 3 hour. Product: C(C)S(=O)(=O)C=1C=C(C=CC1)C1=CN=C(C2=C1C1=C(N2)N=CC(=C1)C)C(=O)N (5-(3-Ethanesulfonyl-phenyl)-3-methyl-9H-dipyrido[2,3-b;4′,3′-d]pyrrole-8-carboxylic acid amide). The yield is 77.0%. RXN SMILES: [CH2:1]([S:3]([C:6]1[CH:7]=[C:8]([C:12]2[C:17]3[C:18]4[CH:24]=[C:23]([CH3:25])[CH:22]=[N:21][C:19]=4[NH:20][C:16]=3[C:15]([C:26]#[N:27])=[N:14][CH:13]=2)[CH:9]=[CH:10][CH:11]=1)(=[O:5])=[O:4])[CH3:2].[OH-:28].[K+]>C1COCC1.OO>[CH2:1]([S:3]([C:6]1[CH:7]=[C:8]([C:12]2[C:17]3[C:18]4[CH:24]=[C:23]([CH3:25])[CH:22]=[N:21][C:19]=4[NH:20][C:16]=3[C:15]([C:26]([NH2:27])=[O:28])=[N:14][CH:13]=2)[CH:9]=[CH:10][CH:11]=1)(=[O:4])=[O:5])[CH3:2] |f:1.2|. Procedure: Compound 48 (10 mg, 0.027 mmol) stirred in THF (1 mL). A solution of KOH (25 mg, 0.44 mmol) in 30% H2O2 (0.5 mL) was added, and the reaction stirred for 3 h at r.t. Purification by prep-HPLC gave 8.2 mg (77%) of the title compound as an off-white solid. 1H NMR (400 MHz, MeOD-d4): δ 8.49 (br s, 1H), 8.41 (s, 1H), 8.26 (s, 1H), 8.15 (d, 1H, J=7.6 Hz), 8.06 (d, 1H, J=7.6 Hz), 7.92 (t, 1H, J=7.6 Hz), 7.85 (s, 1H), 3.32 (q, 2H, J=7.2 Hz), 2.39 (s, 3H), 1.31 (t, 3H, J=7.6 Hz). MS (ES) [m+H] calc'd for...